Dataset: the Open Reaction Database (ORD), a public repository of structured organic reaction records. Task: describe an organic reaction: reactants, conditions, products, and yield The reactants are CC[Al](CC)CC, CN, Cc1ccccc1, Cl, Cl, [Na+], O=C(O)c1cc(N2CCOCC2)cc([N+](=O)[O-])c1, [OH-], O. The product is CNC(=O)c1cc(N2CCOCC2)cc([N+](=O)[O-])c1. As a reaction SMILES: [CH2:22]([Al:23]([CH2:24][CH3:25])[CH2:26][CH3:27])[CH3:28].[CH3:20][NH2:21].[CH3:32][c:33]1[cH:34][cH:35][cH:36][cH:37][cH:38]1.[ClH:19].[ClH:29].[Na+:31].[O:1]1[CH2:2][CH2:3][N:4]([c:7]2[cH:8][c:9]([C:10](=[O:11])[OH:12])[cH:13][c:14]([N+:16](=[O:17])[O-:18])[cH:15]2)[CH2:5][CH2:6]1.[OH-:30].[OH2:39]>>[O:1]1[CH2:2][CH2:3][N:4]([c:7]2[cH:8][c:9]([C:10](=[O:12])[NH:21][CH3:20])[cH:13][c:14]([N+:16](=[O:17])[O-:18])[cH:15]2)[CH2:5][CH2:6]1. Reactants: O=C(NC1CCc2cc(Br)ccc2C1)c1ccc(-c2ccc(F)cc2)cc1, [C-]#N, [C-]#N, CC[Zn]CC, CN1CCCC1=O, CC(=O)[O-], CC(=O)[O-], [Pd+2], [Zn+2], Cc1ccccc1P(c1ccccc1C)c1ccccc1C. The product is N#Cc1ccc2c(c1)CCC(NC(=O)c1ccc(-c3ccc(F)cc3)cc1)C2. RXN SMILES: [Br:28][c:29]1[cH:30][c:31]2[c:36]([cH:37][cH:38]1)[CH2:35][CH:34]([NH:39][C:40](=[O:41])[c:42]1[cH:43][cH:44][c:45](-[c:48]3[cH:49][cH:50][c:51]([F:54])[cH:52][cH:53]3)[cH:46][cH:47]1)[CH2:33][CH2:32]2.[C-:71]#[N:72].[C-:74]#[N:75].[CH2:23]([Zn:24][CH2:25][CH3:26])[CH3:27].[CH3:55][N:56]1[CH2:57][CH2:58][CH2:59][C:60]1=[O:61].[O-:63][C:64]([CH3:65])=[O:66].[O-:67][C:68]([CH3:69])=[O:70].[Pd+2:62].[Zn+2:73].[c:1]1([CH3:2])[cH:3][cH:4][cH:5][cH:6][c:7]1[P:8]([c:9]1[cH:10][cH:11][cH:12][cH:13][c:14]1[CH3:15])[c:16]1[cH:17][cH:18][cH:19][cH:20][c:21]1[CH3:22]>>[c:29]1([C:55]#[N:56])[cH:30][c:31]2[c:36]([cH:37][cH:38]1)[CH2:35][CH:34]([NH:39][C:40](=[O:41])[c:42]1[cH:43][cH:44][c:45](-[c:48]3[cH:49][cH:50][c:51]([F:54])[cH:52][cH:53]3)[cH:46][cH:47]1)[CH2:33][CH2:32]2. Reactants: Cl (HCl), CCOCC (Et2O), [F-].C(CCC)[N+](CCCC)(CCCC)CCCC (tetra-n-butylammonium fluoride), [F-].C(CCC)[N+](CCCC)(CCCC)CCCC (tetra-n-butylammonium fluoride), C(CN)N (ethylenediamine), CC1=CC(=CC(=N1)[C@@H]1N[C@]2(CC1)C(N(CC2)COCC[Si](C)(C)C)=O)C2=CC=C(C=C2)C(F)(F)F ((2R,5S)-2-[6-methyl-4-[4-(trifluoromethyl)-phenyl]-2-pyridyl]-7-(2-trimethylsilylethoxymethyl)-1,7-diazaspiro[4.4]nonan-6-one), [F-].C(CCC)[N+](CCCC)(CCCC)CCCC (tetra-n-butylammonium fluoride), [F-].C(CCC)[N+](CCCC)(CCCC)CCCC (tetra-n-butylammonium fluoride). Run in C1CCOC1 (THF), C(Cl)Cl (DCM), C1CCOC1 (THF), C1CCOC1 (THF), C1CCOC1 (THF), C1CCOC1 (THF). Run at temperature 120 celsius. Product: Cl.CC1=CC(=CC(=N1)[C@@H]1N[C@]2(CC1)C(NCC2)=O)C2=CC=C(C=C2)C(F)(F)F ((2R,5S)-2-[6-methyl-4-[4-(trifluoro-methyl)phenyl]-2-pyridyl]-1,7-diazaspiro-[4.4]nonan-6-one hydrochloride). RXN SMILES: [F-].C([N+](CCCC)(CCCC)CCCC)CCC.C(N)CN.[CH3:23][C:24]1[N:29]=[C:28]([C@H:30]2[CH2:34][CH2:33][C@@:32]3([CH2:38][CH2:37][N:36](COCC[Si](C)(C)C)[C:35]3=[O:47])[NH:31]2)[CH:27]=[C:26]([C:48]2[CH:53]=[CH:52][C:51]([C:54]([F:57])([F:56])[F:55])=[CH:50][CH:49]=2)[CH:25]=1.[ClH:58].CCOCC>C1COCC1.C(Cl)Cl>[ClH:58].[CH3:23][C:24]1[N:29]=[C:28]([C@H:30]2[CH2:34][CH2:33][C@@:32]3([CH2:38][CH2:37][NH:36][C:35]3=[O:47])[NH:31]2)[CH:27]=[C:26]([C:48]2[CH:53]=[CH:52][C:51]([C:54]([F:57])([F:55])[F:56])=[CH:50][CH:49]=2)[CH:25]=1 |f:0.1,8.9|. Reported procedure: 1 M tetra-n-butylammonium fluoride in THF (1.43 mL, 1.43 mmol) then ethylenediamine (0.19 mL, 2.87 mmol) were successively added to a stirred solution of (2R,5S)-2-[6-methyl-4-[4-(trifluoromethyl)-phenyl]-2-pyridyl]-7-(2-trimethylsilylethoxymethyl)-1,7-diazaspiro[4.4]nonan-6-one (which may be prepared as described in Description 45) (145 mg, 0.2900 mmol) in dry THF (4 mL) in a 20 mL microwave vial. It was then sealed under N2 and heated in a microwave reactor at 120° C. for 0.5 hours (3 bar pres... The reactants are NC=1NC(C=2N=CN(C2N1)CCC(C(=O)O)O)=O (4-(2-amino-1,6-dihydro-6-oxopurin-9-yl)-2-hydroxybutyric acid), C(C)O (ethanol), Cl (hydrogen chloride). Run in ice water. Conditions: time 15 minute. The product is C(C)OC(C(CCN1C=2N=C(NC(C2N=C1)=O)N)O)=O (4-(2-amino-1,6-dihydro-6-oxopurin-9-yl)-2-hydroxybutyric acid ethyl ester). RXN SMILES: [NH2:1][C:2]1[NH:3][C:4](=[O:18])[C:5]2[N:6]=[CH:7][N:8]([CH2:11][CH2:12][CH:13]([OH:17])[C:14]([OH:16])=[O:15])[C:9]=2[N:10]=1.Cl.[CH2:20](O)[CH3:21]>>[CH2:20]([O:15][C:14](=[O:16])[CH:13]([OH:17])[CH2:12][CH2:11][N:8]1[CH:7]=[N:6][C:5]2[C:4](=[O:18])[NH:3][C:2]([NH2:1])=[N:10][C:9]1=2)[CH3:21]. Reported procedure: 4-(2-Amino-1,6-dihydro-6-oxopurin-9-yl)-2-hydroxybutyric acid (2.00 g, 7.9 mmole; prepared according to Example 3) was mixed with 500 ml of ethanol. The mixture was saturated with hydrogen chloride gas, first without cooling and then with cooling in ice-water. The total addition time was about 15 minutes. The mixture was then slowly warmed to room temperature and allowed to stand over night. After evaporation of the solvent, the residue was treated three times each with 25 ml of ethanol, the sol... The reactants are O=C([O-])[O-], Cc1ccc(S(=O)(=O)OCC2CCO2)cc1, CS(C)=O, [K+], [K+], NC1CCC(Nc2cc(-c3ccc(F)c(NCC4CCOCC4)n3)c(Cl)cn2)CC1, O. Yields the product CN(C1CCC(Nc2cc(-c3ccc(F)c(NCC4CCOCC4)n3)c(Cl)cn2)CC1)C1CCO1. As a reaction SMILES: [C:31](=[O:32])([O-:33])[O-:34].[CH3:37][c:38]1[cH:39][cH:40][c:41]([S:42]([O:43][CH2:44][CH:49]2[O:50][CH2:51][CH2:52]2)(=[O:45])=[O:46])[cH:47][cH:48]1.[CH3:53][S:54]([CH3:55])=[O:56].[K+:35].[K+:36].[NH2:1][CH:2]1[CH2:3][CH2:4][CH:5]([NH:8][c:9]2[n:10][cH:11][c:12]([Cl:30])[c:13](-[c:15]3[n:16][c:17]([NH:22][CH2:23][CH:24]4[CH2:25][CH2:26][O:27][CH2:28][CH2:29]4)[c:18]([F:21])[cH:19][cH:20]3)[cH:14]2)[CH2:6][CH2:7]1.[OH2:57]>>[N:1]([CH:2]1[CH2:3][CH2:4][CH:5]([NH:8][c:9]2[n:10][cH:11][c:12]([Cl:30])[c:13](-[c:15]3[n:16][c:17]([NH:22][CH2:23][CH:24]4[CH2:25][CH2:26][O:27][CH2:28][CH2:29]4)[c:18]([F:21])[cH:19][cH:20]3)[cH:14]2)[CH2:6][CH2:7]1)([CH3:31])[CH:49]1[O:50][CH2:51][CH2:52]1. The reactants are O=C([O-])[O-], CCCCCCC, CCOC(C)=O, ClCCCI, [Cs+], [Cs+], O=C1COc2c(F)cccc2N1. Product: O=C1COc2c(F)cccc2N1CCCCl. Reaction SMILES: [C:13](=[O:14])([O-:15])[O-:16].[CH3:24][CH2:25][CH2:26][CH2:27][CH2:28][CH2:29][CH3:30].[CH3:31][CH2:32][O:33][C:34]([CH3:35])=[O:36].[Cl:19][CH2:20][CH2:21][CH2:22][I:23].[Cs+:17].[Cs+:18].[F:1][c:2]1[cH:3][cH:4][cH:5][c:6]2[c:11]1[O:10][CH2:9][C:8](=[O:12])[NH:7]2>>[F:1][c:2]1[cH:3][cH:4][cH:5][c:6]2[c:11]1[O:10][CH2:9][C:8](=[O:12])[N:7]2[CH2:22][CH2:21][CH2:20][Cl:19]. Reactants: CCNC(=O)N(CCCN(C)C)C(=O)[C@@H]1C[C@@H]2C3=CC=CC4=C3C(=CN4)C[C@H]2N(C1)CC=C (cabergoline). Solvent: C1(=CC=CC=C1)C (toluene). The product is CCNC(=O)N(CCCN(C)C)C(=O)[C@@H]1C[C@@H]2C3=CC=CC4=C3C(=CN4)C[C@H]2N(C1)CC=C.C1(=CC=CC=C1)C (cabergoline toluene). The yield is 403.6%. RXN SMILES: [CH3:1][CH2:2][NH:3][C:4]([N:6]([C:13]([C@H:15]1[CH2:30][N:29]([CH2:31][CH:32]=[CH2:33])[C@H:28]2[C@@H:17]([C:18]3[C:23]4[C:24]([CH2:27]2)=[CH:25][NH:26][C:22]=4[CH:21]=[CH:20][CH:19]=3)[CH2:16]1)=[O:14])[CH2:7][CH2:8][CH2:9][N:10]([CH3:12])[CH3:11])=[O:5]>C1(C)C=CC=CC=1>[CH3:1][CH2:2][NH:3][C:4]([N:6]([C:13]([C@H:15]1[CH2:30][N:29]([CH2:31][CH:32]=[CH2:33])[C@H:28]2[C@@H:17]([C:18]3[C:23]4[C:24]([CH2:27]2)=[CH:25][NH:26][C:22]=4[CH:21]=[CH:20][CH:19]=3)[CH2:16]1)=[O:14])[CH2:7][CH2:8][CH2:9][N:10]([CH3:12])[CH3:11])=[O:5].[C:17]1([CH3:16])[CH:28]=[CH:27][CH:24]=[CH:23][CH:18]=1 |f:2.3|. Procedure details: The oil obtained by purification on a chromatographic column after the final step of the synthetic path according to the preparation described in Eur. J. Med. Chem., 24, 421, (1989) and containing 100 g of pure cabergoline was dissolved in toluene to give 243 g of a cabergoline toluene solution. The solution was introduced into a reactor pre-cooled at −12[deg.] C., and 182 g of toluene were added to give a 23.5%. w/w cabergoline concentration in this solvent. After cooling again at −12[deg.] C.,... The reactants are COCCc1ccc(Cl)c(CN(C(=O)C(Cc2ccc(OCCOc3c(Cl)cc(C)cc3Cl)cc2)C(C)O)C2CC2)c1, ClCCl. The product is COCCc1ccc(Cl)c(CN(C(=O)C(Cc2ccc(OCCOc3c(Cl)cc(C)cc3Cl)cc2)C(C)=O)C2CC2)c1. As a reaction SMILES: [Cl:1][c:2]1[c:3]([CH2:4][N:5]([C:6]([CH:7]([CH:8]([CH3:9])[OH:10])[CH2:11][c:12]2[cH:13][cH:14][c:15]([O:18][CH2:19][CH2:20][O:21][c:22]3[c:23]([Cl:30])[cH:24][c:25]([CH3:29])[cH:26][c:27]3[Cl:28])[cH:16][cH:17]2)=[O:31])[CH:32]2[CH2:33][CH2:34]2)[cH:35][c:36]([CH2:39][CH2:40][O:41][CH3:42])[cH:37][cH:38]1.[Cl:43][CH2:44][Cl:45]>>[Cl:1][c:2]1[c:3]([CH2:4][N:5]([C:6]([CH:7]([C:8]([CH3:9])=[O:10])[CH2:11][c:12]2[cH:13][cH:14][c:15]([O:18][CH2:19][CH2:20][O:21][c:22]3[c:23]([Cl:30])[cH:24][c:25]([CH3:29])[cH:26][c:27]3[Cl:28])[cH:16][cH:17]2)=[O:31])[CH:32]2[CH2:33][CH2:34]2)[cH:35][c:36]([CH2:39][CH2:40][O:41][CH3:42])[cH:37][cH:38]1.